Dataset: the Open Reaction Database (ORD), a public repository of structured organic reaction records. Task: describe an organic reaction: reactants, conditions, products, and yield Reactants: [Li]C(C)(C)C, CCn1nc2ccccc2c1Br, C1CCOC1, CC(C)(C)OC(=O)N1CCC(=O)CC1. Product: CCn1nc2ccccc2c1C1(O)CCN(C(=O)OC(C)(C)C)CC1. As a reaction SMILES: [C:13]([Li:14])([CH3:15])([CH3:16])[CH3:17].[CH2:1]([CH3:2])[n:3]1[n:4][c:5]2[cH:6][cH:7][cH:8][cH:9][c:10]2[c:11]1[Br:12].[CH2:32]1[O:33][CH2:34][CH2:35][CH2:36]1.[O:18]=[C:19]1[CH2:20][CH2:21][N:22]([C:25](=[O:26])[O:27][C:28]([CH3:29])([CH3:30])[CH3:31])[CH2:23][CH2:24]1>>[CH2:1]([CH3:2])[n:3]1[n:4][c:5]2[cH:6][cH:7][cH:8][cH:9][c:10]2[c:11]1[C:19]1([OH:18])[CH2:20][CH2:21][N:22]([C:25](=[O:26])[O:27][C:28]([CH3:29])([CH3:30])[CH3:31])[CH2:23][CH2:24]1. Product: CC(=O)NC(=O)CCc1ccc(OCCc2nc(-c3ccccc3)oc2C)cc1. Reaction SMILES: [CH3:1][c:2]1[c:3]([CH2:13][CH2:14][O:15][c:16]2[cH:17][cH:18][c:19]([CH2:22][CH2:23][C:24](=[O:25])[OH:26])[cH:20][cH:21]2)[n:4][c:5](-[c:7]2[cH:8][cH:9][cH:10][cH:11][cH:12]2)[o:6]1.[CH3:31][C:32]([NH2:33])=[O:34].[CH3:35][OH:36].[S:27]([Cl:28])([Cl:29])=[O:30]>>[CH3:1][c:2]1[c:3]([CH2:13][CH2:14][O:15][c:16]2[cH:17][cH:18][c:19]([CH2:22][CH2:23][C:24](=[O:25])[NH:33][C:32]([CH3:31])=[O:34])[cH:20][cH:21]2)[n:4][c:5](-[c:7]2[cH:8][cH:9][cH:10][cH:11][cH:12]2)[o:6]1. Starting materials: Cc1oc(-c2ccccc2)nc1CCOc1ccc(CCC(=O)O)cc1, CC(N)=O, CO, O=S(Cl)Cl. Procedure: A mixture of 1-benzyl-piperidin-3-one hydrochloride (116 g, 0.52 mol, 1.2 eq) and TEA (43.5 g, 0.43 mol, 1.0 eq) in DCE (800 mL) was stirred at 30° C. for 1 hour. Then 5-amino-indazole-1-carboxylic acid tert-butyl ester (100 g, 0.43 mol, 1.0 eq) and CH3COOH (25.8 g, 0.43 mol, 1.0 eq) were added and the reaction mixture stirred for 30 min. NaBH(OAc)3 (273 g, 1.29 mol, 3.0 eq) was then added in one portion and the mixture stirred at 30° C. for 16 hours. LC-MS showed complete conversion. The reacti... The yield is 74.9%. Yields the product C(C)(C)(C)OC(=O)N1N=CC2=CC(=CC=C12)NC1CN(CCC1)CC1=CC=CC=C1 (5-(1-benzyl-piperidin-3-ylamino)-indazole-1-carboxylic acid tert-butyl ester). RXN SMILES: Cl.[CH2:2]([N:9]1[CH2:14][CH2:13][CH2:12][C:11](=O)[CH2:10]1)[C:3]1[CH:8]=[CH:7][CH:6]=[CH:5][CH:4]=1.[C:16]([O:20][C:21]([N:23]1[C:31]2[C:26](=[CH:27][C:28]([NH2:32])=[CH:29][CH:30]=2)[CH:25]=[N:24]1)=[O:22])([CH3:19])([CH3:18])[CH3:17].CC(O)=O.[BH-](OC(C)=O)(OC(C)=O)OC(C)=O.[Na+]>ClCCCl.C(Cl)Cl>[C:16]([O:20][C:21]([N:23]1[C:31]2[C:26](=[CH:27][C:28]([NH:32][CH:11]3[CH2:12][CH2:13][CH2:14][N:9]([CH2:2][C:3]4[CH:8]=[CH:7][CH:6]=[CH:5][CH:4]=4)[CH2:10]3)=[CH:29][CH:30]=2)[CH:25]=[N:24]1)=[O:22])([CH3:19])([CH3:17])[CH3:18] |f:0.1,4.5|. Reaction conditions: temperature 30 celsius, time 1 hour. The reactants are [BH-](OC(=O)C)(OC(=O)C)OC(=O)C.[Na+] (NaBH(OAc)3), Cl.C(C1=CC=CC=C1)N1CC(CCC1)=O (1-benzyl-piperidin-3-one hydrochloride), TEA, C(C)(C)(C)OC(=O)N1N=CC2=CC(=CC=C12)N (5-amino-indazole-1-carboxylic acid tert-butyl ester), CC(=O)O (CH3COOH). Solvent: C(Cl)Cl (DCM), ClCCCl (DCE). The reactants are CC(C)(C)OC(=O)N(CCc1ccc(Br)cc1)CC(O[Si](C)(C)C(C)(C)C)c1cccc(Cl)c1, CON(C)C(=O)c1ccc(O[Si](C)(C)C(C)(C)C)cc1, CCCCCC, [Li]CCCC, C1CCOC1. The product is CC(C)(C)OC(=O)N(CCc1ccc(C(=O)c2ccc(O[Si](C)(C)C(C)(C)C)cc2)cc1)CC(O[Si](C)(C)C(C)(C)C)c1cccc(Cl)c1. Reaction SMILES: [Br:1][c:2]1[cH:3][cH:4][c:5]([CH2:8][CH2:9][N:10]([C:11]([O:12][C:13]([CH3:14])([CH3:15])[CH3:16])=[O:17])[CH2:18][CH:19]([c:20]2[cH:21][c:22]([Cl:26])[cH:23][cH:24][cH:25]2)[O:27][Si:28]([CH3:29])([CH3:30])[C:31]([CH3:32])([CH3:33])[CH3:34])[cH:6][cH:7]1.[C:40]([CH3:41])([CH3:42])([CH3:43])[Si:44]([O:45][c:46]1[cH:47][cH:48][c:49]([C:50](=[O:51])[N:52]([O:53][CH3:54])[CH3:55])[cH:56][cH:57]1)([CH3:58])[CH3:59].[CH3:65][CH2:66][CH2:67][CH2:68][CH2:69][CH3:70].[Li:35][CH2:36][CH2:37][CH2:38][CH3:39].[O:60]1[CH2:61][CH2:62][CH2:63][CH2:64]1>>[c:2]1([C:50]([c:49]2[cH:48][cH:47][c:46]([O:45][Si:44]([C:40]([CH3:41])([CH3:42])[CH3:43])([CH3:58])[CH3:59])[cH:57][cH:56]2)=[O:51])[cH:3][cH:4][c:5]([CH2:8][CH2:9][N:10]([C:11]([O:12][C:13]([CH3:14])([CH3:15])[CH3:16])=[O:17])[CH2:18][CH:19]([c:20]2[cH:21][c:22]([Cl:26])[cH:23][cH:24][cH:25]2)[O:27][Si:28]([CH3:29])([CH3:30])[C:31]([CH3:32])([CH3:33])[CH3:34])[cH:6][cH:7]1. The reactants are Grignard reagent, BrC1=NC=CC=C1 (2-bromopyridine), C1=CC=C(C=C1)P(CCCP(C2=CC=CC=C2)C3=CC=CC=C3)C4=CC=CC=C4 (DPPP), COC(C1=CC=C(C=C1)Br)OC (4-bromobenzaldehyde dimethyl acetal), II (iodine), [Mg] (magnesium). The solvent is C1CCOC1 (THF), C1CCOC1 (THF), O (water), C1CCOC1 (THF). Reaction conditions: temperature 65 celsius, time 30 minute. Yields the product N1=C(C=CC=C1)C1=CC=C(C=O)C=C1 (4-(Pyridin-2-yl)-benzaldehyde). RXN SMILES: CO[CH:3]([O:11]C)[C:4]1[CH:9]=[CH:8][C:7](Br)=[CH:6][CH:5]=1.[Mg].II.Br[C:17]1[CH:22]=[CH:21][CH:20]=[CH:19][N:18]=1.C1C=CC(P(C2C=CC=CC=2)CCCP(C2C=CC=CC=2)C2C=CC=CC=2)=CC=1>C1COCC1.O>[N:18]1[CH:19]=[CH:20][CH:21]=[CH:22][C:17]=1[C:7]1[CH:6]=[CH:5][C:4]([CH:3]=[O:11])=[CH:9][CH:8]=1. Reported procedure: 6.93 g (29.9 mmol) of 4-bromobenzaldehyde dimethyl acetal in 40 ml of THF are added dropwise to a warm (from 40° C. to 50° C.) suspension of 0.8 g (31.6 mmol) of magnesium turnings and a small amount of iodine in 10 ml of THF. The reaction mixture is heated to 65° C. and stirred at that temperature for about 30 min. The mixture is allowed to cool to room temperature and the Grignard reagent is added dropwise to a solution of 4.46 g (28.2 mmol) of 2-bromopyridine (Fluka, Buchs, Switzerland) and 0... The reactants are CC(=O)OC(C)=O, CO, CCOCC, CN(C)c1ccncc1, CC(C(O)c1ccccc1)[N+](=O)[O-]. Yields the product CC(=O)OC(c1ccccc1)C(C)[N+](=O)[O-]. As a reaction SMILES: [CH3:14][C:15](=[O:16])[O:17][C:18](=[O:19])[CH3:20].[CH3:21][OH:22].[CH3:23][CH2:24][O:25][CH2:26][CH3:27].[CH3:28][N:29]([CH3:30])[c:31]1[cH:32][cH:33][n:34][cH:35][cH:36]1.[N+:1](=[O:2])([O-:3])[CH:4]([CH:5]([OH:6])[c:7]1[cH:8][cH:9][cH:10][cH:11][cH:12]1)[CH3:13]>>[N+:1](=[O:2])([O-:3])[CH:4]([CH:5]([O:6][C:15]([CH3:14])=[O:16])[c:7]1[cH:8][cH:9][cH:10][cH:11][cH:12]1)[CH3:13]. The reactants are [N+](=O)([O-])C=1C=C(C=CC1)C(N[C@@H](C)C1=CC(=CC=C1)F)C1=C(C=CC=C1)OC (N-[(3-nitrophenyl)-(2-methoxyphenyl)methyl]-N-[(S)-1-(3-fluorophenyl)ethyl]amine), [BH4-].[Na+] (sodium borohydride). Reagents/catalysts: O.O.O.O.O.O.[Ni](Cl)Cl (nickel chloride hexahydrate). The solvent is CO (methanol). Yields the product COC1=C(C=CC=C1)C(C=1C=C(C=CC1)N)N[C@@H](C)C1=CC(=CC=C1)F (3-{(2-Methoxyphenyl)-[(S)-1-(3-fluorophenyl)ethylamino]methyl}phenylamine). The yield is 29.3%. RXN SMILES: [N+:1]([C:4]1[CH:5]=[C:6]([CH:10]([C:21]2[CH:26]=[CH:25][CH:24]=[CH:23][C:22]=2[O:27][CH3:28])[NH:11][C@H:12]([C:14]2[CH:19]=[CH:18][CH:17]=[C:16]([F:20])[CH:15]=2)[CH3:13])[CH:7]=[CH:8][CH:9]=1)([O-])=O.[BH4-].[Na+]>CO.O.O.O.O.O.O.[Ni](Cl)Cl>[CH3:28][O:27][C:22]1[CH:23]=[CH:24][CH:25]=[CH:26][C:21]=1[CH:10]([NH:11][C@H:12]([C:14]1[CH:19]=[CH:18][CH:17]=[C:16]([F:20])[CH:15]=1)[CH3:13])[C:6]1[CH:5]=[C:4]([NH2:1])[CH:9]=[CH:8][CH:7]=1 |f:1.2,4.5.6.7.8.9.10|. Procedure details: In a similar manner to that described in Example (1b), a solution of N-[(3-nitrophenyl)-(2-methoxyphenyl)methyl]-N-[(S)-1-(3-fluorophenyl)ethyl]amine (2.96 g) [prepared as described in step (a) above] in methanol (50 ml), nickel chloride hexahydrate (3.70 g) and sodium borohydride (1.24 g) were reacted, and the crude product was purified by reverse phase HPLC using a 40:60 by volume mixture of acetonitrile and an acetic acid buffer solution (water/acetic acid/triethylamine=1000:2:2) as the eluan...